From a dataset of the Open Reaction Database (ORD), a public repository of structured organic reaction records. describe an organic reaction: reactants, conditions, products, and yield Reactants: O=C(Cl)c1cccnc1, Cl, O=c1[nH]c2ccccc2n1C1CCC(N2CCNCC2)CC1. Yields the product O=C(c1cccnc1)N1CCN(C2CCC(n3c(=O)[nH]c4ccccc43)CC2)CC1. Reaction SMILES: [C:24]([c:25]1[cH:26][n:27][cH:28][cH:29][cH:30]1)(=[O:31])[Cl:32].[ClH:23].[N:1]1([CH:7]2[CH2:8][CH2:9][CH:10]([n:13]3[c:14](=[O:22])[nH:15][c:16]4[c:17]3[cH:18][cH:19][cH:20][cH:21]4)[CH2:11][CH2:12]2)[CH2:2][CH2:3][NH:4][CH2:5][CH2:6]1>>[N:1]1([CH:7]2[CH2:8][CH2:9][CH:10]([n:13]3[c:14](=[O:22])[nH:15][c:16]4[c:17]3[cH:18][cH:19][cH:20][cH:21]4)[CH2:11][CH2:12]2)[CH2:2][CH2:3][N:4]([C:24]([c:25]2[cH:26][n:27][cH:28][cH:29][cH:30]2)=[O:31])[CH2:5][CH2:6]1. Starting materials: C(C)OC(=O)C1CC=2NC3=CC=C(C=C3C2CC1)Cl (6-chloro-1,2,3,4-tetrahydrocarbazole-2-carboxylic acid ethyl ester), [H-].[Na+] (sodium hydride), ClC1=CC=C(C(=O)Cl)C=C1 (p-chlorobenzoyl chloride). The solvent is CN(C=O)C (dimethylformamide), CN(C=O)C (dimethylformamide). Reaction conditions: time 1 hour. Yields the product C(C)OC(=O)C1CC=2N(C3=CC=C(C=C3C2CC1)Cl)C(C1=CC=C(C=C1)Cl)=O (6-chloro-9-(p-chlorobenzoyl)-1,2,3,4-tetrahydrocarbazole-2-carboxylic acid ethyl ester). As a reaction SMILES: [CH2:1]([O:3][C:4]([CH:6]1[CH2:18][CH2:17][C:16]2[C:15]3[C:10](=[CH:11][CH:12]=[C:13]([Cl:19])[CH:14]=3)[NH:9][C:8]=2[CH2:7]1)=[O:5])[CH3:2].[H-].[Na+].[Cl:22][C:23]1[CH:31]=[CH:30][C:26]([C:27](Cl)=[O:28])=[CH:25][CH:24]=1>CN(C)C=O>[CH2:1]([O:3][C:4]([CH:6]1[CH2:18][CH2:17][C:16]2[C:15]3[C:10](=[CH:11][CH:12]=[C:13]([Cl:19])[CH:14]=3)[N:9]([C:27](=[O:28])[C:26]3[CH:30]=[CH:31][C:23]([Cl:22])=[CH:24][CH:25]=3)[C:8]=2[CH2:7]1)=[O:5])[CH3:2] |f:1.2|. Procedure: To a stirred solution of 5.5 g. of 6-chloro-1,2,3,4-tetrahydrocarbazole-2-carboxylic acid ethyl ester in 40 ml. of dimethylformamide was added 0.9 g. of 54.5 percent sodium hydride in mineral oil. After the mixture had stirred 1 hour at room temperature, 3.5 g. of p-chlorobenzoyl chloride in 10 ml. of dimethylformamide was added dropwise over the course of 10 minutes. The mixture was then stirred for 5 hours between 60°-70° and then poured onto ice (500 g.). The mixture was extracted with ether ... Solvent: C(Cl)Cl.C(=O)(C(F)(F)F)O (DCM TFA). Reactants: OC1=C(C=C(C(=C1)O)C(C)C)N1N=NC=C1N(C(OC(C)(C)C)=O)CC1=CC=C(C=C1)N1CCOCC1 (tert-butyl 1-(2,4-dihydroxy-5-isopropylphenyl)-1H-1,2,3-triazol-5-yl(4-morpholinobenzyl)carbamate). Product: C(C)(C)C1=C(C=C(C(=C1)N1N=NC=C1NCC1=CC=C(C=C1)N1CCOCC1)O)O (4-isopropyl-6-[5-(4-morpholin-4-yl-benzylamino)-[1,2,3]triazol-1-yl]-benzene-1,3-diol). Yield: 50.0%. Reported procedure: A solution of the intermediate from Step D in DCM/TFA (1/1, 5 ml) was stirred for 12 hours at RT. The reaction mixture was concentrated under reduced pressure and the crude reaction mixture was purified by column chromatography (DCM/MeOH: 95/5). The title compound was obtained as slightly brown solid. Reaction SMILES: [OH:1][C:2]1[CH:7]=[C:6]([OH:8])[C:5]([CH:9]([CH3:11])[CH3:10])=[CH:4][C:3]=1[N:12]1[C:16]([N:17]([CH2:25][C:26]2[CH:31]=[CH:30][C:29]([N:32]3[CH2:37][CH2:36][O:35][CH2:34][CH2:33]3)=[CH:28][CH:27]=2)C(=O)OC(C)(C)C)=[CH:15][N:14]=[N:13]1>C(Cl)Cl.C(O)(C(F)(F)F)=O>[CH:9]([C:5]1[CH:4]=[C:3]([N:12]2[C:16]([NH:17][CH2:25][C:26]3[CH:27]=[CH:28][C:29]([N:32]4[CH2:33][CH2:34][O:35][CH2:36][CH2:37]4)=[CH:30][CH:31]=3)=[CH:15][N:14]=[N:13]2)[C:2]([OH:1])=[CH:7][C:6]=1[OH:8])([CH3:11])[CH3:10] |f:1.2|. The reactants are ClC=1C=C(CNCCO)C=CC1Cl (2-[(3,4-dichlorobenzyl)amino]ethanol), O1[C@H](C1)CN1C(C2=CC=CC=C2C1=O)=O ((S)-2-(oxiran-2-ylmethyl)-1H-isoindole-1,3(2H)-dione), C1(=CC=CC=C1)P(C1=CC=CC=C1)C1=CC=CC=C1 (triphenylphosphine), CC(C)OC(=O)/N=N/C(=O)OC(C)C (diisopropylazodicarboxylate), CC(C)OC(=O)/N=N/C(=O)OC(C)C (Diisopropylazodicarboxylate), C1(=CC=CC=C1)P(C1=CC=CC=C1)C1=CC=CC=C1 (Triphenyl phosphine). Run in O1CCCC1 (tetrahydrofuran), O1CCCC1 (tetrahydrofuran). Reaction conditions: temperature 3 celsius, time 2.25 hour. The product is ClC=1C=C(CN2CC(OCC2)CN2C(C3=CC=CC=C3C2=O)=O)C=CC1Cl (2-[4-(3,4-Dichloro-benzyl)-morpholin-2-ylmethyl]-isoindole-1,3-dione). Reaction SMILES: [Cl:1][C:2]1[CH:3]=[C:4]([CH:10]=[CH:11][C:12]=1[Cl:13])[CH2:5][NH:6][CH2:7][CH2:8][OH:9].O1C[C@@H]1[CH2:17][N:18]1[C:26](=[O:27])[C:25]2[C:20](=[CH:21][CH:22]=[CH:23][CH:24]=2)[C:19]1=[O:28].[C:29]1(P(C2C=CC=CC=2)C2C=CC=CC=2)C=CC=C[CH:30]=1.CC(OC(/N=N/C(OC(C)C)=O)=O)C>O1CCCC1>[Cl:1][C:2]1[CH:3]=[C:4]([CH:10]=[CH:11][C:12]=1[Cl:13])[CH2:5][N:6]1[CH2:30][CH2:29][O:9][CH:8]([CH2:17][N:18]2[C:26](=[O:27])[C:25]3[C:20](=[CH:21][CH:22]=[CH:23][CH:24]=3)[C:19]2=[O:28])[CH2:7]1. Procedure: A mixture of 2-[(3,4-dichlorobenzyl)amino]ethanol (2.038 g) and (S)-2-(oxiran-2-ylmethyl)-1H-isoindole-1,3(2H)-dione (2.032 g) in tetrahydrofuran (3.3 ml) was stirred and heated at reflux under nitrogen. After 21.5 h more tetrahydrofuran (12.5 ml) was added and the mixture was cooled to 3° C. Triphenyl phosphine (2.793 g) was added and the mixture was stirred until all the solid had dissolved. Diisopropylazodicarboxylate (2.1 ml) was then added over 12 min maintaining the temperature at <7° C. A... As a reaction SMILES: [C:11]([CH3:12])([CH3:13])([CH3:14])[n:15]1[n:16][cH:17][c:18]([Cl:23])[c:19]([Cl:22])[c:20]1=[O:21].[CH3:1][CH:2]([CH2:3][CH2:4][OH:5])[CH3:6].[H-:7].[H:9][H:10].[Na+:8].[O:24]1[CH2:25][CH2:26][CH2:27][CH2:28]1>>[CH3:1][CH:2]([CH2:3][CH2:4][O:5][c:19]1[c:18]([Cl:23])[cH:17][n:16][n:15]([C:11]([CH3:12])([CH3:13])[CH3:14])[c:20]1=[O:21])[CH3:6]. Starting materials: CC(C)(C)n1ncc(Cl)c(Cl)c1=O, CC(C)CCO, [H-], [H][H], [Na+], C1CCOC1. Yields the product CC(C)CCOc1c(Cl)cnn(C(C)(C)C)c1=O. The reactants are ClC=1C=C2C(=C(C=NC2=CC1)C(=O)OCC)O (ethyl 6-chloro-4-hydroxy-3-quinoline-carboxylate), NC=1SCCN1 (2-amino-thiazoline). The product is Cl.S1C(=NCC1)NC(=O)C=1C=NC2=CC=C(C=C2C1O)Cl (N-(4,5-dihydro-thiazol-2-yl)-6-chloro-4-hydroxy-3-quinoline-carboxamide hydrochloride). Reaction SMILES: [Cl:1][C:2]1[CH:3]=[C:4]2[C:9](=[CH:10][CH:11]=1)[N:8]=[CH:7][C:6]([C:12]([O:14]CC)=O)=[C:5]2[OH:17].[NH2:18][C:19]1[S:20][CH2:21][CH2:22][N:23]=1>>[ClH:1].[S:20]1[CH2:21][CH2:22][N:23]=[C:19]1[NH:18][C:12]([C:6]1[CH:7]=[N:8][C:9]2[C:4]([C:5]=1[OH:17])=[CH:3][C:2]([Cl:1])=[CH:11][CH:10]=2)=[O:14] |f:2.3|. Procedure: Using the procedure of Example 2, ethyl 6-chloro-4-hydroxy-3-quinoline-carboxylate and 2-amino-thiazoline were reacted at reflux for 48 hours and the product was crystallized from acetic acid to obtain N-(4,5-dihydro-thiazol-2-yl)-6-chloro-4-hydroxy-3-quinoline-carboxamide hydrochloride melting at >260° C.